The task is: describe an organic reaction: reactants, conditions, products, and yield. This data is from the Open Reaction Database (ORD), a public repository of structured organic reaction records. Starting materials: [OH-].[Na+] (sodium hydroxide), C1=CN(C=N1)CC(O)(P(=O)(O)O)P(=O)(O)O (Zoledronic acid). Run in O (water), CN(C)C=O (DMF), CO (Methanol), C(C)O (Ethanol), O (water), CC(C)O (IPA), CO (Methanol), C(C)O (Ethanol), CN(C)C=O (DMF). Yields the product C1=CN(C=N1)CC(O)(P(=O)(O)[O-])P(=O)([O-])[O-].[Na+].[Na+].[Na+] (Zoledronate trisodium), IX. As a reaction SMILES: [OH-].[Na+:2].[CH:3]1[N:7]=[CH:6][N:5]([CH2:8][C:9]([P:15]([OH:18])([OH:17])=[O:16])([P:11]([OH:14])([OH:13])=[O:12])[OH:10])[CH:4]=1>O.CC(O)C.CO.C(O)C.CN(C=O)C>[CH:3]1[N:7]=[CH:6][N:5]([CH2:8][C:9]([P:11]([O-:14])([O-:13])=[O:12])([P:15]([O-:17])([OH:18])=[O:16])[OH:10])[CH:4]=1.[Na+:2].[Na+:2].[Na+:2] |f:0.1,8.9.10.11|. Procedure details: A solution of sodium hydroxide (1.4 g) in a mixture of water (20% v/v)/Ethanol or Methanol or IPA (80% v/v, 10 volumes per grams of ZLD-Ac form XII) (10 ml) was added drop-wise to a suspension of Zoledronic acid form XII (5.0 g) in a mixture of water (20% v/v)/Ethanol or Methanol or IPA (80% v/v, 10 volumes per grams of ZLD-Ac) (53 ml) at reflux temperature. The reaction mixture was heated at reflux temperature for additional 16 hours. Then the reaction mixture was cooled to room temperature. Fu... The reactants are FC(OC1=CC=C(N)C=C1)(F)F (4-(trifluoromethoxy)aniline), BrC=1C(=NC=C(C(=O)O)C1)Cl (5-bromo-6-chloro-nicotinic acid), O=S(Cl)Cl (SOCl2), CCN(C(C)C)C(C)C (DIPEA). The solvent is C1CCOC1 (THF), C1(=CC=CC=C1)C (toluene), CN(C)C=O (DMF). Conditions: temperature 85 celsius, time 2.5 hour. The product is BrC=1C(=NC=C(C(=O)NC2=CC=C(C=C2)OC(F)(F)F)C1)Cl (5-Bromo-6-chloro-N-(4-(trifluoromethoxy)phenyl)nicotinamide). Reaction SMILES: [Br:1][C:2]1[C:3]([Cl:11])=[N:4][CH:5]=[C:6]([CH:10]=1)[C:7]([OH:9])=O.O=S(Cl)Cl.CCN(C(C)C)C(C)C.[F:25][C:26]([F:36])([F:35])[O:27][C:28]1[CH:34]=[CH:33][C:31]([NH2:32])=[CH:30][CH:29]=1>C1(C)C=CC=CC=1.C1COCC1.CN(C=O)C>[Br:1][C:2]1[C:3]([Cl:11])=[N:4][CH:5]=[C:6]([CH:10]=1)[C:7]([NH:32][C:31]1[CH:33]=[CH:34][C:28]([O:27][C:26]([F:25])([F:35])[F:36])=[CH:29][CH:30]=1)=[O:9]. Procedure: A stirred solution of 5-bromo-6-chloro-nicotinic acid (375 g, 1.586 mol) and DMF (37 mL) in toluene (3.1 L) was treated dropwise with SOCl2 (347 mL, 4.758 mol) at RT and then stirred at 85° C. for 2.5 h. The solvent was evaporated off under reduced pressure and the residue was dissolved in THF (3.1 L), cooled to −25° C., treated firstly with DIPEA (543 mL, 3.172 mol) and then by the dropwise addition of a solution of 4-(trifluoromethoxy)aniline (295 g, 1.665 mol) in THF (3.1 L), After 30 min at ... The reactants are BrB(Br)Br, ClCCl, COc1cccc2c(F)cccc12, O. The product is Oc1cccc2c(F)cccc12. Reaction SMILES: [B:14]([Br:15])([Br:16])[Br:17].[Cl:19][CH2:20][Cl:21].[F:1][c:2]1[c:3]2[cH:4][cH:5][cH:6][c:7]([O:12][CH3:13])[c:8]2[cH:9][cH:10][cH:11]1.[OH2:18]>>[F:1][c:2]1[c:3]2[cH:4][cH:5][cH:6][c:7]([OH:12])[c:8]2[cH:9][cH:10][cH:11]1. The reactants are ICI (diiodomethane), C(C)OC(=O)C1CN(CC1)C(C1=CC=C(C=C1)F)=O (1-(4-fluoro-benzoyl)-pyrrolidine-3-carboxylic acid ethyl ester), C[Si](C)(C)[N-][Si](C)(C)C.[Li+] (lithium bis(trimethylsilyl)amide), solution. The solvent is O1CCCC1 (tetrahydrofuran), O1CCCC1 (tetrahydrofuran). Run at temperature -78 celsius, time 30 minute. Yields the product C(C)OC(=O)C1(CN(CC1)C(C1=CC=C(C=C1)F)=O)CI (1-(4-Fluoro-benzoyl)-3-iodomethyl-pyrrolidine-3-carboxylic acid ethyl ester). Yield: 65.0%. As a reaction SMILES: [CH2:1]([O:3][C:4]([CH:6]1[CH2:10][CH2:9][N:8]([C:11](=[O:19])[C:12]2[CH:17]=[CH:16][C:15]([F:18])=[CH:14][CH:13]=2)[CH2:7]1)=[O:5])[CH3:2].C[Si]([N-][Si](C)(C)C)(C)C.[Li+].[I:30][CH2:31]I>O1CCCC1>[CH2:1]([O:3][C:4]([C:6]1([CH2:31][I:30])[CH2:10][CH2:9][N:8]([C:11](=[O:19])[C:12]2[CH:13]=[CH:14][C:15]([F:18])=[CH:16][CH:17]=2)[CH2:7]1)=[O:5])[CH3:2] |f:1.2|. Procedure details: To a stirred solution of 1-(4-fluoro-benzoyl)-pyrrolidine-3-carboxylic acid ethyl ester (4.20 g, 15.8 mmol) (see Preparation 3) in tetrahydrofuran (50 mL) at −78° C. under a nitrogen atmosphere, was added lithium bis(trimethylsilyl)amide (19.0 mL of a 1.0M solution in tetrahydrofuran, 19.0 mmol). The resulting mixture was stirred at −78° C. for 30 minutes and then diiodomethane was added (1.40 mL, 17.4 mmol). The mixture was allowed to warm to room temperature and stir for a further 16 hours. Th... The reactants are ClC1=CC=C(C=C1)C1=NOC2=C1C(C(C=C2)CCCCl)=O (3-(4-chlorophenyl)-5-(3-chloropropyl)-1,2-benzisoxazol-4(5H)-one), [BH4-].[Na+] (sodium borohydride). Run in C1CCOC1 (THF). Reaction conditions: temperature -5 celsius, time 45 minute. Yields the product ClC1=CC=C(C=C1)C1=NOC2=C1C(C(CC2)CCCCl)O (3-(4-chlorophenyl)-5-(3-chloropropyl)-4-hydroxy-4,5,6,7-tetrahydro-1,2-benzisoxazole). Yield: 98.8%. Reaction SMILES: [Cl:1][C:2]1[CH:7]=[CH:6][C:5]([C:8]2[C:12]3[C:13](=[O:21])[CH:14]([CH2:17][CH2:18][CH2:19][Cl:20])[CH:15]=[CH:16][C:11]=3[O:10][N:9]=2)=[CH:4][CH:3]=1.[BH4-].[Na+]>C1COCC1>[Cl:1][C:2]1[CH:3]=[CH:4][C:5]([C:8]2[C:12]3[CH:13]([OH:21])[CH:14]([CH2:17][CH2:18][CH2:19][Cl:20])[CH2:15][CH2:16][C:11]=3[O:10][N:9]=2)=[CH:6][CH:7]=1 |f:1.2|. Procedure: In 100 ml of anhydrous THF was dissolved 6.0 g 3-(4-chlorophenyl)-5-(3-chloropropyl)-1,2-benzisoxazol-4(5H)-one under nitrogen atmosphere. The solution was cooled to -5° C. and 840 mg sodium borohydride was added. The reaction mixture was stirred at 0° C. for 45 minutes and then warmed to 10° C. for 20 minutes. After cooling to 0° C., the reaction mixture was quenched with aqueous NH4Cl (saturated) then extracted with ether. The organic layer was dried (MgSO4), filtered and concentrated in vacuo... RXN SMILES: [CH3:1][O:2][c:3]1[c:4]([CH2:5][NH:6][C:7](=[O:8])[c:9]2[cH:10][c:11]([C:33]([F:34])([F:35])[F:36])[n:12][n:13]2-[c:14]2[cH:15][c:16]([CH2:17][N:18]([CH2:19][CH2:20][NH:21][C:22]([O:23][C:24]([CH3:25])([CH3:26])[CH3:27])=[O:28])[CH3:29])[cH:30][cH:31][cH:32]2)[cH:37][cH:38][cH:39][cH:40]1.[CH3:41][O:42][c:43]1[cH:44][cH:45][cH:46][cH:47][c:48]1[CH2:49][NH:50][C:51]([c:52]1[n:53](-[c:54]2[cH:55][c:56]([CH2:60][NH:61][CH2:62][CH2:63][N:64]([CH3:65])[C:66](=[O:67])[O:68][C:69]([CH3:70])([CH3:71])[CH3:72])[cH:57][cH:58][cH:59]2)[n:73][c:74]([C:75]([F:76])([F:77])[F:78])[cH:79]1)=[O:80].[CH3:81][O:82][c:83]1[cH:84][cH:85][cH:86][cH:87][c:88]1[CH2:89][NH:90][C:91]([c:92]1[n:93](-[c:94]2[cH:95][cH:96][cH:97][c:98]([CH2:99][NH:100][CH3:101])[cH:102]2)[n:103][c:104]([C:105]([F:106])([F:107])[F:108])[cH:109]1)=[O:110]>>[CH3:1][O:2][c:3]1[c:4]([CH2:5][NH:6][C:7](=[O:8])[c:9]2[cH:10][c:11]([C:33]([F:34])([F:35])[F:36])[n:12][n:13]2-[c:14]2[cH:15][c:16]([CH2:17][N:18]([CH2:19][CH2:20][N:21]([C:22]([O:23][C:24]([CH3:25])([CH3:26])[CH3:27])=[O:28])[CH3:41])[CH3:29])[cH:30][cH:31][cH:32]2)[cH:37][cH:38][cH:39][cH:40]1. Reactants: COc1ccccc1CNC(=O)c1cc(C(F)(F)F)nn1-c1cccc(CN(C)CCNC(=O)OC(C)(C)C)c1, COc1ccccc1CNC(=O)c1cc(C(F)(F)F)nn1-c1cccc(CNCCN(C)C(=O)OC(C)(C)C)c1, CNCc1cccc(-n2nc(C(F)(F)F)cc2C(=O)NCc2ccccc2OC)c1. Yields the product COc1ccccc1CNC(=O)c1cc(C(F)(F)F)nn1-c1cccc(CN(C)CCN(C)C(=O)OC(C)(C)C)c1. Reaction SMILES: [CH3:31][C:32](=[O:33])[OH:34].[Cl:1][c:2]1[n:3][cH:4][c:5]([CH3:9])[c:6]([NH2:8])[n:7]1.[NH2:10][c:11]1[cH:12][cH:13][c:14]([O:15][CH:16]2[CH2:17][CH2:18][N:19]([C:22](=[O:23])[O:24][C:25]([CH3:26])([CH3:27])[CH3:28])[CH2:20][CH2:21]2)[cH:29][cH:30]1>>[c:2]1([NH:10][c:11]2[cH:12][cH:13][c:14]([O:15][CH:16]3[CH2:17][CH2:18][N:19]([C:22](=[O:23])[O:24][C:25]([CH3:26])([CH3:27])[CH3:28])[CH2:20][CH2:21]3)[cH:29][cH:30]2)[n:3][cH:4][c:5]([CH3:9])[c:6]([NH2:8])[n:7]1. Yields the product Cc1cnc(Nc2ccc(OC3CCN(C(=O)OC(C)(C)C)CC3)cc2)nc1N. Reactants: CC(=O)O, Cc1cnc(Cl)nc1N, CC(C)(C)OC(=O)N1CCC(Oc2ccc(N)cc2)CC1. As a reaction SMILES: [CH2:1]([CH3:2])[c:3]1[cH:4][cH:5][c:6](-[c:9]2[c:10](-[c:19]3[cH:20][cH:21][cH:22][cH:23][cH:24]3)[o:11][c:12]3[n:13][cH:14][nH:15][c:16](=[O:18])[c:17]23)[cH:7][cH:8]1.[NH3:30].[OH2:31].[P:25]([Cl:26])([Cl:27])([Cl:28])=[O:29]>>[CH2:1]([CH3:2])[c:3]1[cH:4][cH:5][c:6](-[c:9]2[c:10](-[c:19]3[cH:20][cH:21][cH:22][cH:23][cH:24]3)[o:11][c:12]3[n:13][cH:14][n:15][c:16]([Cl:27])[c:17]23)[cH:7][cH:8]1. Product: CCc1ccc(-c2c(-c3ccccc3)oc3ncnc(Cl)c23)cc1. Reactants: CCc1ccc(-c2c(-c3ccccc3)oc3nc[nH]c(=O)c23)cc1, N, O, O=P(Cl)(Cl)Cl. Reactants: O=C1CCC(=O)N1Cl, ON=Cc1c(F)cccc1Cl, Cl, CN(C)C=O. The product is ON=C(Cl)c1c(F)cccc1Cl. As a reaction SMILES: [Cl:12][N:13]1[C:14](=[O:15])[CH2:16][CH2:17][C:18]1=[O:19].[Cl:1][c:2]1[c:3]([CH:4]=[N:5][OH:6])[c:7]([F:11])[cH:8][cH:9][cH:10]1.[ClH:20].[O:21]=[CH:22][N:23]([CH3:24])[CH3:25]>>[Cl:1][c:2]1[c:3]([C:4](=[N:5][OH:6])[Cl:12])[c:7]([F:11])[cH:8][cH:9][cH:10]1. Reactants: O=[Ag], CI, CN(C)C=O, Cc1cccc(C(=O)O)c1O, CCO, [Na+], [OH-]. Product: COc1c(C)cccc1C(=O)O. RXN SMILES: [Ag:21]=[O:22].[CH3:12][I:13].[CH3:14][N:15]([CH3:16])[CH:17]=[O:18].[CH3:1][c:2]1[cH:3][cH:4][cH:5][c:6]([C:7]([OH:8])=[O:9])[c:10]1[OH:11].[CH3:23][CH2:24][OH:25].[Na+:20].[OH-:19]>>[CH3:1][c:2]1[cH:3][cH:4][cH:5][c:6]([C:7]([OH:8])=[O:9])[c:10]1[O:11][CH3:14].